From a dataset of the Open Reaction Database (ORD), a public repository of structured organic reaction records. describe an organic reaction: reactants, conditions, products, and yield Starting materials: C(CCC)(=O)C(C(=O)OCC)=CNC1=CC=C(C=C1)CO (ethyl 2-butyryl-3-(4-hydroxymethylphenylamino)acrylate), N1=CC=CC=C1 (pyridine), C(C1=CC=CC=C1)(=O)Cl (Benzoyl chloride). Solvent: C(Cl)(Cl)Cl (chloroform), C(Cl)(Cl)Cl (chloroform). Run at time 8 hour. The product is C(CCC)(=O)C(C(=O)OCC)=CNC1=CC=C(C=C1)COC(C1=CC=CC=C1)=O (ethyl 2-butyryl-3-(4-benzoyloxymethylphenylamino)acrylate). The yield is 91.9%. Reaction SMILES: [C:1]([C:6](=[CH:12][NH:13][C:14]1[CH:19]=[CH:18][C:17]([CH2:20][OH:21])=[CH:16][CH:15]=1)[C:7]([O:9][CH2:10][CH3:11])=[O:8])(=[O:5])[CH2:2][CH2:3][CH3:4].N1C=CC=CC=1.[C:28](Cl)(=[O:35])[C:29]1[CH:34]=[CH:33][CH:32]=[CH:31][CH:30]=1>C(Cl)(Cl)Cl>[C:1]([C:6](=[CH:12][NH:13][C:14]1[CH:15]=[CH:16][C:17]([CH2:20][O:21][C:28](=[O:35])[C:29]2[CH:34]=[CH:33][CH:32]=[CH:31][CH:30]=2)=[CH:18][CH:19]=1)[C:7]([O:9][CH2:10][CH3:11])=[O:8])(=[O:5])[CH2:2][CH2:3][CH3:4]. Procedure: A solution of ethyl 2-butyryl-3-(4-hydroxymethylphenylamino)acrylate (49.5 g, 0.17 mol) and pyridine (50 ml) in chloroform (250 ml) was stirred at 0°-5° (ice-bath). Benzoyl chloride (22 ml, 0.19 mol) in chloroform (250 ml) was added dropwise keeping the reaction temperature below 10° C. Cooling was removed and the mixture was stirred overnight at room temperature. The mixture was washed with 2 M HCl, sodium hydrogen carbonate solution and brine, dried (anhyd. MgSO4), filtered and evaporated to a... Reactants: [N+](=O)([O-])C1=CC=C(OC2=CC=C(C=C2)C2=NNC=C2)C=C1 (3-[4-(-4-nitrophenoxy)phenyl]-1H-pyrazole), C(C)(=O)OC(C)=O (acetic anhydride). Solvent: C(C)(=O)OCC (ethyl acetate), N1=CC=CC=C1 (pyridine). Reaction conditions: time 16 hour. Yields the product [N+](=O)([O-])C1=CC=C(OC2=CC=C(C=C2)C2=NN(C=C2)C(C)=O)C=C1 (1-[3-[4-(4-Nitrophenoxy)phenyl]-1H-pyrazolyl]ethanone). Isolated yield 62.9%. Reaction SMILES: [N+:1]([C:4]1[CH:21]=[CH:20][C:7]([O:8][C:9]2[CH:14]=[CH:13][C:12]([C:15]3[CH:19]=[CH:18][NH:17][N:16]=3)=[CH:11][CH:10]=2)=[CH:6][CH:5]=1)([O-:3])=[O:2].[C:22](OC(=O)C)(=[O:24])[CH3:23]>N1C=CC=CC=1.C(OCC)(=O)C>[N+:1]([C:4]1[CH:21]=[CH:20][C:7]([O:8][C:9]2[CH:10]=[CH:11][C:12]([C:15]3[CH:19]=[CH:18][N:17]([C:22](=[O:24])[CH3:23])[N:16]=3)=[CH:13][CH:14]=2)=[CH:6][CH:5]=1)([O-:3])=[O:2]. Procedure: A solution of 3-[4-(-4-nitrophenoxy)phenyl]-1H-pyrazole (0.16 g, 0.57 mmol) in pyridine (12 mL) was treated with neat acetic anhydride (1.0 mL, 1.0 mmol) and allowed to stir at room temperature for 16 hours. The reaction was then diluted with ethyl acetate, washed several times with an aqueous 2N HCl solution, dried over sodium sulfate, and evaporated under reduced pressure. The crude product was purified by column chromatography, affording 116 mg (63%) of the title compound. TLC Rf 0.78 (70:30 ... The reactants are [Al+3], [H-], [H-], [H-], [H-], [Li+], [Na+], O=C1c2ccccc2Sc2ccccc2C12CCNCC2, C1CCOC1, [OH-], O. The product is OC1c2ccccc2Sc2ccccc2C12CCNCC2. RXN SMILES: [Al+3:23].[H-:22].[H-:25].[H-:26].[H-:27].[Li+:24].[Na+:30].[O:1]=[C:2]1[c:3]2[c:4]([cH:18][cH:19][cH:20][cH:21]2)[S:5][c:6]2[c:7]([cH:14][cH:15][cH:16][cH:17]2)[C:8]12[CH2:9][CH2:10][NH:11][CH2:12][CH2:13]2.[O:31]1[CH2:32][CH2:33][CH2:34][CH2:35]1.[OH-:29].[OH2:28]>>[OH:1][CH:2]1[c:3]2[c:4]([cH:18][cH:19][cH:20][cH:21]2)[S:5][c:6]2[c:7]([cH:14][cH:15][cH:16][cH:17]2)[C:8]12[CH2:9][CH2:10][NH:11][CH2:12][CH2:13]2. Starting materials: OC1c2ccc(Cl)cc2SCC1Br, CC#N, O, c1c[nH]cn1. The product is OC1c2ccc(Cl)cc2SC1Cc1ncc[nH]1. Reaction SMILES: [Br:1][CH:2]1[CH2:3][S:4][c:5]2[cH:6][c:7]([Cl:13])[cH:8][cH:9][c:10]2[CH:11]1[OH:12].[CH3:19][C:20]#[N:21].[OH2:22].[nH:14]1[cH:15][n:16][cH:17][cH:18]1>>[CH:2]1([CH2:3][c:15]2[nH:14][cH:18][cH:17][n:16]2)[S:4][c:5]2[cH:6][c:7]([Cl:13])[cH:8][cH:9][c:10]2[CH:11]1[OH:12]. Reactants: O=C([O-])[O-], CC(=O)O, CCO, [K+], [K+], [N-]=C=O, [Na+], O, c1ccc(N2CCN(CCOc3ccccc3C3NCCS3)CC2)cc1. Product: NC(=O)N1CCSC1c1ccccc1OCCN1CCN(c2ccccc2)CC1. Reaction SMILES: [C:35](=[O:36])([O-:37])[O-:38].[CH3:31][C:32](=[O:33])[OH:34].[CH3:42][CH2:43][OH:44].[K+:39].[K+:40].[N-:1]=[C:2]=[O:3].[Na+:4].[OH2:41].[c:5]1([N:11]2[CH2:12][CH2:13][N:14]([CH2:17][CH2:18][O:19][c:20]3[c:21]([CH:26]4[S:27][CH2:28][CH2:29][NH:30]4)[cH:22][cH:23][cH:24][cH:25]3)[CH2:15][CH2:16]2)[cH:6][cH:7][cH:8][cH:9][cH:10]1>>[NH2:1][C:2](=[O:3])[N:30]1[CH:26]([c:21]2[c:20]([O:19][CH2:18][CH2:17][N:14]3[CH2:13][CH2:12][N:11]([c:5]4[cH:6][cH:7][cH:8][cH:9][cH:10]4)[CH2:16][CH2:15]3)[cH:25][cH:24][cH:23][cH:22]2)[S:27][CH2:28][CH2:29]1. The reactants are BrC1=CC2=C(C3=C(OCC2)C=CC=C3)S1 (2-Bromo-4,5-dihydrobenzo[b]thieno[2,3-d]oxepine), NC1=NC=C(C=N1)B1OC(C)(C)C(C)(C)O1 (2-aminopyrimidine-5-boronic acid pinacol ester). The product is S1C(=CC2=C1C1=C(OCC2)C=CC=C1)C=1C=NC(=NC1)N (5-(4,5-dihydrobenzo[b]thieno[2,3-d]oxepin-2-yl)pyrimidin-2-amine). Reaction SMILES: Br[C:2]1[S:15][C:5]2[C:6]3[CH:14]=[CH:13][CH:12]=[CH:11][C:7]=3[O:8][CH2:9][CH2:10][C:4]=2[CH:3]=1.[NH2:16][C:17]1[N:22]=[CH:21][C:20](B2OC(C)(C)C(C)(C)O2)=[CH:19][N:18]=1>>[S:15]1[C:5]2[C:6]3[CH:14]=[CH:13][CH:12]=[CH:11][C:7]=3[O:8][CH2:9][CH2:10][C:4]=2[CH:3]=[C:2]1[C:20]1[CH:19]=[N:18][C:17]([NH2:16])=[N:22][CH:21]=1. Procedure details: 2-Bromo-4,5-dihydrobenzo[b]thieno[2,3-d]oxepine was reacted with 2-aminopyrimidine-5-boronic acid pinacol ester using standard Suzuki coupling procedure. Purification on silica and triturating with diethyl ether gave 163. 1H NMR (400 MHz, CDCl3), 3.26 (2H, t, J=5.14), 4.37 (2H, t, J=5.18), 5.16 (2H, Broad s), 7.02-7.09 (3H, m), 7.16-7.22 (1H, m), 7.70 (1H, d, J=7.91), 8.56 (2H, s). MS: (ESI+) 396 Reactants: O=C(O)CCCC1CCCCC1, Cc1ccc(N)cc1NC(=O)c1ccc(O)cc1, CN(C)C=O. The product is Cc1ccc(NC(=O)CCCC2CCCCC2)cc1NC(=O)c1ccc(O)cc1. As a reaction SMILES: [CH:1]1([CH2:7][CH2:8][CH2:9][C:10](=[O:11])[OH:12])[CH2:2][CH2:3][CH2:4][CH2:5][CH2:6]1.[NH2:13][c:14]1[cH:15][cH:16][c:17]([CH3:30])[c:18]([NH:20][C:21]([c:22]2[cH:23][cH:24][c:25]([OH:28])[cH:26][cH:27]2)=[O:29])[cH:19]1.[O:31]=[CH:32][N:33]([CH3:34])[CH3:35]>>[CH:1]1([CH2:7][CH2:8][CH2:9][C:10](=[O:12])[NH:13][c:14]2[cH:15][cH:16][c:17]([CH3:30])[c:18]([NH:20][C:21]([c:22]3[cH:23][cH:24][c:25]([OH:28])[cH:26][cH:27]3)=[O:29])[cH:19]2)[CH2:2][CH2:3][CH2:4][CH2:5][CH2:6]1. The reactants are ClC(=C[C@@H]1C([C@H]1C(=O)O)(C)C)Cl ((+)-trans-3-(2,2-dichloroethenyl)-2,2-dimethylcyclopropanecarboxylic acid), C(C(=O)Cl)(=O)Cl (oxalyl chloride). Solvent: C1(=CC=CC=C1)C (toluene). Product: ClC(=C[C@@H]1C([C@H]1C(=O)Cl)(C)C)Cl ((+)-trans-3-(2,2-dichloroethenyl)-2,2-dimethylcyclopropanecarbonyl chloride). Yield: 94.5%. RXN SMILES: [Cl:1][C:2]([Cl:12])=[CH:3][C@H:4]1[C@H:6]([C:7](O)=[O:8])[C:5]1([CH3:11])[CH3:10].C(Cl)(=O)C([Cl:16])=O>C1(C)C=CC=CC=1>[Cl:1][C:2]([Cl:12])=[CH:3][C@H:4]1[C@H:6]([C:7]([Cl:16])=[O:8])[C:5]1([CH3:11])[CH3:10]. Procedure: In a manner similar to Example 13A, the reaction of 25.0 g (0.12 mole) of (+)-trans-3-(2,2-dichloroethenyl)-2,2-dimethylcyclopropanecarboxylic acid, 180 ml of toluene, and 30.4 g (0.24 mole) of oxalyl chloride gave 25.8 g of (+)-trans-3-(2,2-dichloroethenyl)-2,2-dimethylcyclopropanecarbonyl chloride. The nmr spectrum was consistent with the proposed structure. The reactants are 10.8, NC1=CC=C(C=C1)N1CCN(CC1)C1=CC=C(C=C1)O (4-[4-(4-aminophenyl)-1-piperazinyl]phenol), N1=CC=CC=C1 (pyridine), CN(C=O)C (N,N-dimethylformamide), C(C)(=O)Cl (acetyl chloride). Run in CC1=CC=CC=C1 (methylbenzene), O (water). Run at time 1 hour. Product: OC1=CC=C(C=C1)N1CCN(CC1)C1=CC=C(C=C1)NC(C)=O (N-[4-[4-(4-hydroxyphenyl)-1-piperazinyl]phenyl]acetamide). Isolated yield 42.5%. RXN SMILES: [NH2:1][C:2]1[CH:7]=[CH:6][C:5]([N:8]2[CH2:13][CH2:12][N:11]([C:14]3[CH:19]=[CH:18][C:17]([OH:20])=[CH:16][CH:15]=3)[CH2:10][CH2:9]2)=[CH:4][CH:3]=1.N1C=CC=CC=1.CN(C)C=O.[C:32](Cl)(=[O:34])[CH3:33]>O.CC1C=CC=CC=1>[OH:20][C:17]1[CH:18]=[CH:19][C:14]([N:11]2[CH2:12][CH2:13][N:8]([C:5]3[CH:4]=[CH:3][C:2]([NH:1][C:32](=[O:34])[CH3:33])=[CH:7][CH:6]=3)[CH2:9][CH2:10]2)=[CH:15][CH:16]=1. Procedure: To a stirred solution of 10.8 parts of 4-[4-(4-aminophenyl)-1-piperazinyl]phenol in 3.2 parts of pyridine and 90 parts of N,N-dimethylformamide was added dropwise a solution of 3.1 parts of acetyl chloride in 27 parts of methylbenzene at 20° C. (exothermic reaction). Upon completion, stirring was continued for 1 hour at 20° C. The reaction mixture was poured into water while stirring. The product was filtered off, washed with water and dissolved in a mixture of trichloromethane and methanol (3:1... Reactants: COC(=O)CBr, O=C([O-])[O-], CCC(C)=O, Oc1ccc(F)c(C(F)(F)F)c1, [K+], [K+]. Product: COC(=O)COc1ccc(F)c(C(F)(F)F)c1. RXN SMILES: [Br:19][CH2:20][C:21](=[O:22])[O:23][CH3:24].[C:13](=[O:14])([O-:15])[O-:16].[CH3:25][C:26](=[O:27])[CH2:28][CH3:29].[F:1][c:2]1[c:3]([C:9]([F:10])([F:11])[F:12])[cH:4][c:5]([OH:8])[cH:6][cH:7]1.[K+:17].[K+:18]>>[F:1][c:2]1[c:3]([C:9]([F:10])([F:11])[F:12])[cH:4][c:5]([O:8][CH2:20][C:21](=[O:22])[O:23][CH3:24])[cH:6][cH:7]1.